Dataset: the Open Reaction Database (ORD), a public repository of structured organic reaction records. Task: describe an organic reaction: reactants, conditions, products, and yield Reactants: FC=1C=C(C=CC1)C=1OC2=C(N1)C=C(C=C2)CO ([2-(3-Fluoro-phenyl)-benzooxazol-5-yl]-methanol), O (water), O=S(Cl)Cl (SOCl2), C([O-])(O)=O.[Na+] (sodium bicarbonate). The solvent is ClCCl (dichloromethane). Run at time 2 hour. The product is ClCC=1C=CC2=C(N=C(O2)C2=CC(=CC=C2)F)C1 (5-Chloromethyl-2-(3-fluoro-phenyl)-benzooxazole). RXN SMILES: [F:1][C:2]1[CH:3]=[C:4]([C:8]2[O:9][C:10]3[CH:16]=[CH:15][C:14]([CH2:17]O)=[CH:13][C:11]=3[N:12]=2)[CH:5]=[CH:6][CH:7]=1.O=S(Cl)[Cl:21].C(=O)(O)[O-].[Na+].O>ClCCl>[Cl:21][CH2:17][C:14]1[CH:15]=[CH:16][C:10]2[O:9][C:8]([C:4]3[CH:5]=[CH:6][CH:7]=[C:2]([F:1])[CH:3]=3)=[N:12][C:11]=2[CH:13]=1 |f:2.3|. Procedure details: Compound 69B was suspended in 100 ml dichloromethane. SOCl2 was added and allowed to stir for 2 h. 20 ml Saturated sodium bicarbonate was added followed by 20 ml water and stirred for 5 minutes. The dichloromethane layer was seperated and dried over anhydrous sodium sulfate. The dichloromethane solution was filtered through silica and eluted with dichloromethane until clear. Concentration of the filtrate gave a pink solid. MS m/z 262 (M+1). The reactants are CCN1C(=O)C(N=[N+]=[N-])CCc2c1ccc([N+](=O)[O-])c2OC, C1CCOC1, O, c1ccc(P(c2ccccc2)c2ccccc2)cc1. Yields the product CCN1C(=O)C(N)CCc2c1ccc([N+](=O)[O-])c2OC. RXN SMILES: [N:1](=[N+:2]=[N-:3])[CH:4]1[CH2:5][CH2:6][c:7]2[c:8]([cH:14][cH:15][c:16]([N+:20](=[O:21])[O-:22])[c:17]2[O:18][CH3:19])[N:9]([CH2:12][CH3:13])[C:10]1=[O:11].[O:42]1[CH2:43][CH2:44][CH2:45][CH2:46]1.[OH2:47].[c:23]1([P:24]([c:25]2[cH:26][cH:27][cH:28][cH:29][cH:30]2)[c:31]2[cH:32][cH:33][cH:34][cH:35][cH:36]2)[cH:37][cH:38][cH:39][cH:40][cH:41]1>>[NH2:1][CH:4]1[CH2:5][CH2:6][c:7]2[c:8]([cH:14][cH:15][c:16]([N+:20](=[O:21])[O-:22])[c:17]2[O:18][CH3:19])[N:9]([CH2:12][CH3:13])[C:10]1=[O:11].